The task is: describe an organic reaction: reactants, conditions, products, and yield. This data is from the Open Reaction Database (ORD), a public repository of structured organic reaction records. Reactants: CC(=O)[O-], CC(=O)O, O=C1CNC(=S)N1, [Na+], CC(C)c1cc(C=O)cc(C(C)C)c1O. The product is CC(C)c1cc(C=C2NC(=S)NC2=O)cc(C(C)C)c1O. RXN SMILES: [CH3:24][C:25](=[O:26])[O-:27].[CH3:28][C:29](=[O:30])[OH:31].[NH:16]1[C:17](=[S:18])[NH:19][C:20](=[O:21])[CH2:22]1.[Na+:23].[OH:1][c:2]1[c:3]([CH:13]([CH3:14])[CH3:15])[cH:4][c:5]([CH:6]=[O:7])[cH:8][c:9]1[CH:10]([CH3:11])[CH3:12]>>[OH:1][c:2]1[c:3]([CH:13]([CH3:14])[CH3:15])[cH:4][c:5]([CH:6]=[C:22]2[NH:16][C:17](=[S:18])[NH:19][C:20]2=[O:21])[cH:8][c:9]1[CH:10]([CH3:11])[CH3:12]. Reactants: BrC=1SC(=CN1)C(=O)OC (methyl 2-bromo-1,3-thiazole-5-carboxylate), FC(C=1C=C(C=C(C1)C(F)(F)F)B(O)O)(F)F ([3,5-bis(trifluoromethyl)phenyl]boronic acid). Product: FC(C=1C=C(C=C(C1)C(F)(F)F)C=1SC(=CN1)C(=O)OC)(F)F (Methyl 2-[3,5-bis(trifluoromethyl)phenyl]-1,3-thiazole-5-carboxylate). RXN SMILES: Br[C:2]1[S:3][C:4]([C:7]([O:9][CH3:10])=[O:8])=[CH:5][N:6]=1.[F:11][C:12]([F:27])([F:26])[C:13]1[CH:14]=[C:15](B(O)O)[CH:16]=[C:17]([C:19]([F:22])([F:21])[F:20])[CH:18]=1>>[F:11][C:12]([F:26])([F:27])[C:13]1[CH:14]=[C:15]([C:2]2[S:3][C:4]([C:7]([O:9][CH3:10])=[O:8])=[CH:5][N:6]=2)[CH:16]=[C:17]([C:19]([F:20])([F:21])[F:22])[CH:18]=1. Reported procedure: Synthesized as described in Example 310D using methyl 2-bromo-1,3-thiazole-5-carboxylate and [3,5-bis(trifluoromethyl)phenyl]boronic acid: 1H NMR (400 MHz, CDCl3) δ 8.51 (s, 1H), 8.44 (s, 2H), 7.99 (s, 1H), 3.98 (s, 3H).